Dataset: the Open Reaction Database (ORD), a public repository of structured organic reaction records. Task: describe an organic reaction: reactants, conditions, products, and yield Starting materials: ClC=1C=C(C#N)C=CN1 (2-chloroisonicotinonitrile), steel, pure product, O1CCCC1 (tetrahydrofuran), CNC (dimethylamine). The solvent is C1(=CC=CC=C1)C (toluene). Conditions: temperature 190 celsius. Yields the product CN(C=1C=C(C#N)C=CN1)C (2-dimethylaminoisonicotinonitrile). RXN SMILES: Cl[C:2]1[CH:3]=[C:4]([CH:7]=[CH:8][N:9]=1)[C:5]#[N:6].O1CCCC1.[CH3:15][NH:16][CH3:17]>C1(C)C=CC=CC=1>[CH3:15][N:16]([CH3:17])[C:2]1[CH:3]=[C:4]([CH:7]=[CH:8][N:9]=1)[C:5]#[N:6]. Procedure details: A mixture of 10 g. (72 mmoles) of 2-chloroisonicotinonitrile, 30 ml. of tetrahydrofuran, 100 ml. of toluene and 20 ml. (0.3 mole) of dimethylamine was placed in a steel bomb and heated at 190° C. for 4 hours. The bomb was cooled and the mixture removed and filtered. The residue, remaining after the filtrate was concentrated, was dissolved in water, which was subsequently extracted with ether (3×40 ml.). The combined extracts were dried and concentrated to the crude product. Recrystallization fro... Reactants: [BH4-], CC(=O)O[BH-](OC(C)=O)OC(C)=O, [BH3-]C#N, CO, O=Cc1ccc(-c2conn2)s1, O=CO, [Na+], [Na+], [Na+], O. Yields the product NCc1ccc(-c2conn2)s1. As a reaction SMILES: [BH4-:31].[C:13]([O:14][BH-:15]([O:16][C:17](=[O:18])[CH3:19])[O:20][C:21](=[O:22])[CH3:23])(=[O:24])[CH3:25].[C:27](#[N:28])[BH3-:29].[CH3:33][OH:34].[CH:1](=[O:2])[c:3]1[cH:4][cH:5][c:6](-[c:8]2[n:9][n:10][o:11][cH:12]2)[s:7]1.[CH:36]([OH:37])=[O:38].[Na+:26].[Na+:30].[Na+:32].[OH2:35]>>[CH2:1]([c:3]1[cH:4][cH:5][c:6](-[c:8]2[n:9][n:10][o:11][cH:12]2)[s:7]1)[NH2:28]. The reactants are Brc1c2ccccc2cc2ccccc12, O=C([O-])[O-], COCCOC, [K+], [K+], OB(O)c1ccccc1, Cc1ccccc1P(c1ccccc1C)c1ccccc1C. The product is c1ccc(-c2c3ccccc3cc3ccccc23)cc1. As a reaction SMILES: [Br:1][c:2]1[c:3]2[cH:4][cH:5][cH:6][cH:7][c:8]2[cH:9][c:10]2[cH:11][cH:12][cH:13][cH:14][c:15]12.[C:25](=[O:26])([O-:27])[O-:28].[CH3:53][O:54][CH2:55][CH2:56][O:57][CH3:58].[K+:29].[K+:30].[OH:16][B:17]([OH:18])[c:19]1[cH:20][cH:21][cH:22][cH:23][cH:24]1.[c:31]1([CH3:32])[cH:33][cH:34][cH:35][cH:36][c:37]1[P:38]([c:39]1[cH:40][cH:41][cH:42][cH:43][c:44]1[CH3:45])[c:46]1[cH:47][cH:48][cH:49][cH:50][c:51]1[CH3:52]>>[c:2]1(-[c:19]2[cH:20][cH:21][cH:22][cH:23][cH:24]2)[c:3]2[cH:4][cH:5][cH:6][cH:7][c:8]2[cH:9][c:10]2[cH:11][cH:12][cH:13][cH:14][c:15]12.